describe an organic reaction: reactants, conditions, products, and yield From a dataset of the Open Reaction Database (ORD), a public repository of structured organic reaction records. The reactants are CS(=O)(=O)OCCN1C2=C(C=3C=CC=CC13)CCN(CC2)C(=O)OC(C)(C)C (tert-Butyl 6-{2-[(methylsulfonyl)oxy]ethyl}-1,4,5,6-tetrahydroazepino[4,5-b]indole-3(2H)-carboxylate), [N-]=[N+]=[N-].[Na+] (NaN3). The solvent is CN(C)C=O (DMF), CCOC(=O)C (EtOAc). Run at temperature 60 celsius, time 14.5 hour. The product is N(=[N+]=[N-])CCN1C2=C(C=3C=CC=CC13)CCN(CC2)C(=O)OC(C)(C)C (tert-butyl 6-(2-azidoethyl)-1,4,5,6-tetrahydroazepino[4,5-b]indole-3(2H)-carboxylate). Yield: 94.3%. As a reaction SMILES: CS(O[CH2:6][CH2:7][N:8]1[C:16]2[CH:15]=[CH:14][CH:13]=[CH:12][C:11]=2[C:10]2[CH2:17][CH2:18][N:19]([C:22]([O:24][C:25]([CH3:28])([CH3:27])[CH3:26])=[O:23])[CH2:20][CH2:21][C:9]1=2)(=O)=O.[N-:29]=[N+:30]=[N-:31].[Na+]>CN(C=O)C.CCOC(C)=O>[N:29]([CH2:6][CH2:7][N:8]1[C:16]2[CH:15]=[CH:14][CH:13]=[CH:12][C:11]=2[C:10]2[CH2:17][CH2:18][N:19]([C:22]([O:24][C:25]([CH3:28])([CH3:27])[CH3:26])=[O:23])[CH2:20][CH2:21][C:9]1=2)=[N+:30]=[N-:31] |f:1.2|. Procedure details: tert-Butyl 6-{2-[(methylsulfonyl)oxy]ethyl}-1,4,5,6-tetrahydroazepino[4,5-b]indole-3(2H)-carboxylate (0.224 g, 0.549 mmol) and NaN3 (0.357 g, 5.49 mmol, 10.0 equiv.) were dissolved in DMF (2.5 mL) and the solution was stirred at 60° C. under N2 for 14.5 h. The reaction mixture was taken up in EtOAc and washed with water (2×15 mL). The aqueous layers were back extracted with EtOAc (25 mL). The combined organic layers were washed with brine (10 mL), dried over MgSO4, filtered and concentrated. The... Reactants: 2.2, CC1=C(C(=CC=C1)C)NC1=C(N=C2N1C=C(C=C2)F)C2=C(C(=O)O)C=CC=C2 (2-[3-(2,6-dimethylphenylamino)-6-fluoroimidazo[1,2-a]pyridin-2-yl]benzoic acid), C(NN)(=O)OC(C)(C)C (tert-butyl carbazate), CCN=C=NCCCN(C)C.Cl (N-(3-dimethylaminopropyl)-N-ethylcarbodiimide hydrochloride), O (water). Run in CN(C)C=O (DMF). Conditions: time 5 hour. The product is CC1=C(C(=CC=C1)C)NC1=C(N=C2N1C=C(C=C2)F)C2=C(C(=O)NNC(=O)OC(C)(C)C)C=CC=C2 (tert-butyl N′-{2-[3-(2,6-dimethylphenylamino)-6-fluoroimidazo[1,2-a]-pyridin-2-yl]benzoyl}hydrazinecarboxylate). Yield: 57.0%. As a reaction SMILES: [CH3:1][C:2]1[CH:7]=[CH:6][CH:5]=[C:4]([CH3:8])[C:3]=1[NH:9][C:10]1[N:14]2[CH:15]=[C:16]([F:19])[CH:17]=[CH:18][C:13]2=[N:12][C:11]=1[C:20]1[CH:28]=[CH:27][CH:26]=[CH:25][C:21]=1[C:22](O)=[O:23].[C:29]([O:33][C:34]([CH3:37])([CH3:36])[CH3:35])(=[O:32])[NH:30][NH2:31].CCN=C=NCCCN(C)C.Cl.O>CN(C=O)C>[CH3:8][C:4]1[CH:5]=[CH:6][CH:7]=[C:2]([CH3:1])[C:3]=1[NH:9][C:10]1[N:14]2[CH:15]=[C:16]([F:19])[CH:17]=[CH:18][C:13]2=[N:12][C:11]=1[C:20]1[CH:28]=[CH:27][CH:26]=[CH:25][C:21]=1[C:22]([NH:31][NH:30][C:29]([O:33][C:34]([CH3:37])([CH3:36])[CH3:35])=[O:32])=[O:23] |f:2.3|. Procedure: 2.2 250 mg (0.666 mmol) of 2-[3-(2,6-dimethylphenylamino)-6-fluoroimidazo[1,2-a]pyridin-2-yl]benzoic acid, 88 mg (0.666 mmol) of tert-butyl carbazate, 153 mg (0.800 mmol) of N-(3-dimethylaminopropyl)-N-ethylcarbodiimide hydrochloride (DAPECI) are dissolved in 1 ml of DMF and stirred at RT for 5 hours. The mixture is subsequently added to water, the precipitated solid is filtered off with suction and dried, giving 187 mg (57%) of tert-butyl N′-{2-[3-(2,6-dimethylphenylamino)-6-fluoroimidazo[1,2-a... The reactants are CO, COC(=O)c1cccc([N+](=O)[O-])c1NC1CC1, [Pd]. Product: COC(=O)c1cccc(N)c1NC1CC1. As a reaction SMILES: [CH3:18][OH:19].[CH:1]1([NH:4][c:5]2[c:6]([C:7](=[O:8])[O:9][CH3:10])[cH:11][cH:12][cH:13][c:14]2[N+:15]([O-:16])=[O:17])[CH2:2][CH2:3]1.[Pd:20]>>[CH:1]1([NH:4][c:5]2[c:6]([C:7](=[O:8])[O:9][CH3:10])[cH:11][cH:12][cH:13][c:14]2[NH2:15])[CH2:2][CH2:3]1.